From a dataset of the Open Reaction Database (ORD), a public repository of structured organic reaction records. describe an organic reaction: reactants, conditions, products, and yield Starting materials: OC[C@@H]1CO[C@@H](CN1C(=O)OC(C)(C)C)CCC1=C(C=CC=C1)NC([C@@H](NC(=O)OC)C(C1=CC=CC=C1)C1=CC=CC=C1)=O (tert-butyl (2R,5R)-5-(hydroxymethyl)-2-[2-(2-{[N-(methoxycarbonyl)-β-phenyl-L-phenylalanyl]amino}phenyl)ethyl]morpholine-4-carboxylate), C1=CC=[NH+]C=C1.C1=CC=[NH+]C=C1.[O-][Cr](=O)(=O)O[Cr](=O)(=O)[O-] (PDC), 4A. Run in CN(C)C=O (DMF). Run at time 16 hour. Yields the product C(C)(C)(C)OC(=O)N1[C@@H](CO[C@@H](C1)CCC1=C(C=CC=C1)NC([C@@H](NC(=O)OC)C(C1=CC=CC=C1)C1=CC=CC=C1)=O)C(=O)O ((3S,6R)-4-(tert-butoxycarbonyl)-6-[2-(2-{[N-(methoxycarbonyl)-β-phenyl-L-phenylalanyl]amino}phenyl)ethyl]morpholine-3-carboxylic acid). As a reaction SMILES: [OH:1][CH2:2][C@H:3]1[N:8]([C:9]([O:11][C:12]([CH3:15])([CH3:14])[CH3:13])=[O:10])[CH2:7][C@@H:6]([CH2:16][CH2:17][C:18]2[CH:23]=[CH:22][CH:21]=[CH:20][C:19]=2[NH:24][C:25](=[O:45])[C@H:26]([CH:32]([C:39]2[CH:44]=[CH:43][CH:42]=[CH:41][CH:40]=2)[C:33]2[CH:38]=[CH:37][CH:36]=[CH:35][CH:34]=2)[NH:27][C:28]([O:30][CH3:31])=[O:29])[O:5][CH2:4]1.C1C=C[NH+]=CC=1.C1C=C[NH+]=CC=1.[O-:58][Cr](O[Cr]([O-])(=O)=O)(=O)=O>CN(C=O)C>[C:12]([O:11][C:9]([N:8]1[CH2:7][C@@H:6]([CH2:16][CH2:17][C:18]2[CH:23]=[CH:22][CH:21]=[CH:20][C:19]=2[NH:24][C:25](=[O:45])[C@H:26]([CH:32]([C:39]2[CH:44]=[CH:43][CH:42]=[CH:41][CH:40]=2)[C:33]2[CH:38]=[CH:37][CH:36]=[CH:35][CH:34]=2)[NH:27][C:28]([O:30][CH3:31])=[O:29])[O:5][CH2:4][C@H:3]1[C:2]([OH:58])=[O:1])=[O:10])([CH3:14])([CH3:15])[CH3:13] |f:1.2.3|. Procedure details: To tert-butyl (2R,5R)-5-(hydroxymethyl)-2-[2-(2-{[N-(methoxycarbonyl)-β-phenyl-L-phenylalanyl]amino}phenyl)ethyl]morpholine-4-carboxylate (1 eq) in DMF (0.1M) at rt were added PDC (10 eq) and 4A molecular sieve (1 g/mmol of substrate). The reaction mixture was stirred at rt for 16 hrs. The reaction mixture was then filtered on a celite and the celite pad was washed with EtOAc and water. The filtrate was extracted with EtOAc. The combined organic layers were washed with brine, 1N aqueous HCl and ... The reactants are ClC=1C=C(C=CC1S(=O)(=O)C)[C@H](C(=O)NC1=NC=C(N=C1)CSC)CC1CCCC1 (2(R)-(3-chloro-4-methanesulfonyl-phenyl)-3-cyclopentyl-N-(5-methylsulfanylmethyl-pyrazin-2-yl)-propionamide), OO (hydrogen peroxide). Solvent: C(=O)O (formic acid). Run at temperature 25 celsius, time 4 day. Product: 40S, ClC=1C=C(C=CC1S(=O)(=O)C)[C@H](C(=O)NC1=NC=C(N=C1)CS(=O)C)CC1CCCC1 (2(R)-(3-chloro-4-methanesulfonyl-phenyl)-3-cyclopentyl-N-(5-methanesulfinylmethyl-pyrazin-2-yl)-propionamide). Isolated yield 50.7%. As a reaction SMILES: [Cl:1][C:2]1[CH:3]=[C:4]([C@@H:12]([CH2:25][CH:26]2[CH2:30][CH2:29][CH2:28][CH2:27]2)[C:13]([NH:15][C:16]2[CH:21]=[N:20][C:19]([CH2:22][S:23][CH3:24])=[CH:18][N:17]=2)=[O:14])[CH:5]=[CH:6][C:7]=1[S:8]([CH3:11])(=[O:10])=[O:9].[OH:31]O>C(O)=O>[Cl:1][C:2]1[CH:3]=[C:4]([C@@H:12]([CH2:25][CH:26]2[CH2:27][CH2:28][CH2:29][CH2:30]2)[C:13]([NH:15][C:16]2[CH:21]=[N:20][C:19]([CH2:22][S:23]([CH3:24])=[O:31])=[CH:18][N:17]=2)=[O:14])[CH:5]=[CH:6][C:7]=1[S:8]([CH3:11])(=[O:9])=[O:10]. Reported procedure: A solution of 2(R)-(3-chloro-4-methanesulfonyl-phenyl)-3-cyclopentyl-N-(5-methylsulfanylmethyl-pyrazin-2-yl)-propionamide (prepared as in Example 36, 514.3 mg, 1.099 mmol) in formic acid (11 mL) was treated with a 30% aqueous hydrogen peroxide solution (113 μL, 1.106 mmol). The reaction was stirred at 25° C. for 4 d. The reaction was then partitioned between ethyl acetate (250 mL) and water (250 mL). The organic layer was washed with a saturated aqueous sodium bicarbonate solution (250 mL) and a... Starting materials: C1(=CC=CC=C1)[C@H](C)NC1=NC=CC(=N1)N1C=NC2=C1C=C(C=C2)I (2-[(S)-1-Phenylethylamino]-4-[6-iodobenzimidazol-1-yl]pyrimidine), C(#N)C1=CC=C(C=C1)B(O)O (4-cyanophenylboronic acid). The product is C1(=CC=CC=C1)[C@H](C)NC1=NC=CC(=N1)N1C=NC2=C1C=C(C=C2)C2=CC=C(C=C2)C#N (2-[(S)-1-Phenylethylamino]-4-[6-(4-cyanophenyl)benzimidazol-1-yl]pyrimidine). As a reaction SMILES: [C:1]1([C@@H:7]([NH:9][C:10]2[N:15]=[C:14]([N:16]3[C:20]4[CH:21]=[C:22](I)[CH:23]=[CH:24][C:19]=4[N:18]=[CH:17]3)[CH:13]=[CH:12][N:11]=2)[CH3:8])[CH:6]=[CH:5][CH:4]=[CH:3][CH:2]=1.[C:26]([C:28]1[CH:33]=[CH:32][C:31](B(O)O)=[CH:30][CH:29]=1)#[N:27]>>[C:1]1([C@@H:7]([NH:9][C:10]2[N:15]=[C:14]([N:16]3[C:20]4[CH:21]=[C:22]([C:31]5[CH:32]=[CH:33][C:28]([C:26]#[N:27])=[CH:29][CH:30]=5)[CH:23]=[CH:24][C:19]=4[N:18]=[CH:17]3)[CH:13]=[CH:12][N:11]=2)[CH3:8])[CH:6]=[CH:5][CH:4]=[CH:3][CH:2]=1. Procedure: The title compound was prepared according to the procedure described in EXAMPLE 416, starting from 2-[(S)-1-Phenylethylamino]-4-[6-iodobenzimidazol-1-yl]pyrimidine and 4-cyanophenylboronic acid. Mass spectrum (ESI) 417.3 (M+1).